From a dataset of the Open Reaction Database (ORD), a public repository of structured organic reaction records. describe an organic reaction: reactants, conditions, products, and yield The product is Cl.CC=1N=CN2C1C=C(C=C2)C2CCNCC2 (1-Methyl-7-(piperidin-4-yl)imidazo[1,5-a]pyridine hydrochloride). Procedure: The title compound was prepared using standard chemical manipulations and procedures similar to those used for the preparation of compound 39.5, except 1-(4-bromopyridin-2-yl)ethanamine (compound 66.1) was used in place of (4-bromopyridin-2-yl)methanamine (compound 39.1). Reaction SMILES: [ClH:1].[NH:2]1[CH2:7][CH2:6][CH:5]([C:8]2[CH:13]=[CH:12][N:11]3[CH:14]=[N:15][CH:16]=[C:10]3[CH:9]=2)[CH2:4][CH2:3]1.Br[C:18]1C=CN=C(C(N)C)C=1.BrC1C=CN=C(CN)C=1>>[ClH:1].[CH3:18][C:16]1[N:15]=[CH:14][N:11]2[CH:12]=[CH:13][C:8]([CH:5]3[CH2:4][CH2:3][NH:2][CH2:7][CH2:6]3)=[CH:9][C:10]=12 |f:0.1,4.5|. Starting materials: Cl.N1CCC(CC1)C1=CC=2N(C=C1)C=NC2 (7-(piperidin-4-yl)imidazo[1,5-a]pyridine hydrochloride), BrC1=CC(=NC=C1)C(C)N (1-(4-bromopyridin-2-yl)ethanamine), BrC1=CC(=NC=C1)C(C)N (1-(4-bromopyridin-2-yl)ethanamine), BrC1=CC(=NC=C1)CN ((4-bromopyridin-2-yl)methanamine). The reactants are ice water, C(C)OC(C1=C(C=CC=C1)C(C1=CC=CC=C1)=O)=O (benzoylbenzoic ethylester), CC(C)([O-])C.[K+] (potassium-tert-butoxid), CC(C(C)=O)C (3-methyl-2-butanone). The solvent is C1CCOC1 (THF). Yields the product C(C1=CC=CC=C1)(=O)C1=CC=C(C=C1)C(CC(C(C)C)=O)=O (1-(4-benzoyl-phenyl)-4-methyl-pentane-1,3-dione). Yield: 87.5%. Reaction SMILES: C(OC(=O)[C:5]1[CH:10]=[CH:9][CH:8]=[CH:7][C:6]=1[C:11](=[O:18])[C:12]1[CH:17]=[CH:16][CH:15]=[CH:14][CH:13]=1)C.C[C:21](C)([O-:23])C.[K+].[CH3:26][CH:27]([CH3:31])[C:28](=[O:30])[CH3:29]>C1COCC1>[C:11]([C:6]1[CH:5]=[CH:10][C:9]([C:21](=[O:23])[CH2:29][C:28](=[O:30])[CH:27]([CH3:31])[CH3:26])=[CH:8][CH:7]=1)(=[O:18])[C:12]1[CH:13]=[CH:14][CH:15]=[CH:16][CH:17]=1 |f:1.2|. Procedure: 10 g (39 mmol) of benzoylbenzoic ethylester are added to a suspension of 3.94 g (35 mmol) of potassium-tert-butoxid in 60 ml of THF at 0° C. under argon. 2.82 g (33 mmol) of 3-methyl-2-butanone are added in 1 h while the temperature rises to 25° C. After 2 h at 40° C. the reaction mixture is poured into 500 ml of ice water containing 10 ml conc. HCl. Extraction with toluene and evaporation gives the crude product (8.5 g) which is purified by crystallisation in heptane yielding 3.7 g of a white s... Reactants: CO, Cl, [Na+], C1CCOC1, [OH-], O, CCOC(=O)C1CCC(Oc2ccnc(Nc3cc(C)cc(-c4cnc(C5(O)CCC5)s4)c3)n2)CC1. Product: Cc1cc(Nc2nccc(OC3CCC(C(=O)O)CC3)n2)cc(-c2cnc(C3(O)CCC3)s2)c1. As a reaction SMILES: [CH3:37][OH:38].[ClH:41].[Na+:40].[O:42]1[CH2:43][CH2:44][CH2:45][CH2:46]1.[OH-:39].[OH2:47].[OH:1][C:2]1([c:6]2[s:7][c:8](-[c:11]3[cH:12][c:13]([NH:18][c:19]4[n:20][cH:21][cH:22][c:23]([O:25][CH:26]5[CH2:27][CH2:28][CH:29]([C:32](=[O:33])[O:34][CH2:35][CH3:36])[CH2:30][CH2:31]5)[n:24]4)[cH:14][c:15]([CH3:17])[cH:16]3)[cH:9][n:10]2)[CH2:3][CH2:4][CH2:5]1>>[OH:1][C:2]1([c:6]2[s:7][c:8](-[c:11]3[cH:12][c:13]([NH:18][c:19]4[n:20][cH:21][cH:22][c:23]([O:25][CH:26]5[CH2:27][CH2:28][CH:29]([C:32](=[O:33])[OH:34])[CH2:30][CH2:31]5)[n:24]4)[cH:14][c:15]([CH3:17])[cH:16]3)[cH:9][n:10]2)[CH2:3][CH2:4][CH2:5]1.